From a dataset of the Open Reaction Database (ORD), a public repository of structured organic reaction records. describe an organic reaction: reactants, conditions, products, and yield The reactants are Brc1ccccc1, CC(=O)N1CCC(c2c[nH]c3ccccc23)CC1, O=C([O-])[O-], CN(C)C=O, ClC(Cl)Cl, [K+], [K+]. The product is CC(=O)N1CCC(c2cn(-c3ccccc3)c3ccccc23)CC1. As a reaction SMILES: [Br:19][c:20]1[cH:21][cH:22][cH:23][cH:24][cH:25]1.[C:1]([CH3:2])(=[O:3])[N:4]1[CH2:5][CH2:6][CH:7]([c:10]2[cH:11][nH:12][c:13]3[cH:14][cH:15][cH:16][cH:17][c:18]23)[CH2:8][CH2:9]1.[C:26](=[O:27])([O-:28])[O-:29].[CH3:32][N:33]([CH3:34])[CH:35]=[O:36].[CH:37]([Cl:38])([Cl:39])[Cl:40].[K+:30].[K+:31]>>[C:1]([CH3:2])(=[O:3])[N:4]1[CH2:5][CH2:6][CH:7]([c:10]2[cH:11][n:12](-[c:20]3[cH:21][cH:22][cH:23][cH:24][cH:25]3)[c:13]3[cH:14][cH:15][cH:16][cH:17][c:18]23)[CH2:8][CH2:9]1. The reactants are COC1=C(CN(S(=O)(=O)C2=C(C=C(C(=C2)F)O[C@@H]2[C@H](CCCC2)C2=CC=NN2CC)F)C2=NC=NC=C2)C=CC(=C1)OC (N-(2,4-dimethoxybenzyl)-4-{[(1S*,2R*)-2-(1-ethyl-1H-pyrazol-5-yl)cyclohexyl]oxy}-2,5-difluoro-N-(pyrimidin-4-yl)benzenesulfonamide), C(C)[SiH](CC)CC (triethylsilane), FC(C(=O)O)(F)F (trifluoroacetic acid). Solvent: ClCCl (dichloromethane). Yields the product C(C)N1N=CC=C1[C@@H]1[C@H](CCCC1)OC1=CC(=C(C=C1F)S(=O)(=O)NC1=NC=NC=C1)F (4-{[(1S*,2R*)-2-(1-Ethyl-1H-pyrazol-5-yl)cyclohexyl]oxy}-2,5-difluoro-N-(pyrimidin-4-yl)benzenesulfonamide). The yield is 96.2%. Reaction SMILES: COC1C=C(OC)C=CC=1C[N:6]([C:32]1[CH:37]=[CH:36][N:35]=[CH:34][N:33]=1)[S:7]([C:10]1[CH:15]=[C:14]([F:16])[C:13]([O:17][C@H:18]2[CH2:23][CH2:22][CH2:21][CH2:20][C@@H:19]2[C:24]2[N:28]([CH2:29][CH3:30])[N:27]=[CH:26][CH:25]=2)=[CH:12][C:11]=1[F:31])(=[O:9])=[O:8].C([SiH](CC)CC)C.FC(F)(F)C(O)=O>ClCCl>[CH2:29]([N:28]1[C:24]([C@H:19]2[CH2:20][CH2:21][CH2:22][CH2:23][C@@H:18]2[O:17][C:13]2[C:14]([F:16])=[CH:15][C:10]([S:7]([NH:6][C:32]3[CH:37]=[CH:36][N:35]=[CH:34][N:33]=3)(=[O:8])=[O:9])=[C:11]([F:31])[CH:12]=2)=[CH:25][CH:26]=[N:27]1)[CH3:30]. Procedure details: The reaction and aftertreatment were conducted in the same manner as in Example 1b by using the N-(2,4-dimethoxybenzyl)-4-{[(1S*,2R*)-2-(1-ethyl-1H-pyrazol-5-yl)cyclohexyl]oxy}-2,5-difluoro-N-(pyrimidin-4-yl)benzenesulfonamide (220 mg, 0.359 mmol) prepared in Example 28a, triethylsilane (0.30 mL), trifluoroacetic acid (3.0 mL) and dichloromethane (3.0 mL), to yield the title compound (160 mg, 96%) as a colorless solid.